From a dataset of the Open Reaction Database (ORD), a public repository of structured organic reaction records. describe an organic reaction: reactants, conditions, products, and yield The reactants are C1(CCC1)NN1C(C(=C(C2=CC=CC=C12)O)C1=NS(C2=C(N1)C=CC(=C2)O)(=O)=O)=O (1-(cyclobutylamino)-4-hydroxy-3-(7-hydroxy-1,1-dioxido-4H-1,2,4-benzothiadiazin-3-yl)quinolin-2(1H)-one), C([O-])([O-])=O.[Cs+].[Cs+] (cesium carbonate), BrCC(=O)N (bromoacetamide). Reagents/catalysts: [I-].C(CCC)[N+](CCCC)(CCCC)CCCC (tetrabutylammonium iodide). Solvent: CN(C=O)C (N,N-dimethylformamide). Run at temperature 165 celsius. Product: C1(CCC1)NN1C(C(=C(C2=CC=CC=C12)O)C1=NS(C2=C(N1)C=CC(=C2)OCC(=O)N)(=O)=O)=O (2-({3-[1-(cyclobutylamino)-4-hydroxy-2-oxo-1,2-dihydroquinolin-3-yl]-1,1-dioxido-4H-1,2,4-benzothiadiazin-7-yl}oxy)acetamide). Yield: 37.6%. Reaction SMILES: [CH:1]1([NH:5][N:6]2[C:15]3[C:10](=[CH:11][CH:12]=[CH:13][CH:14]=3)[C:9]([OH:16])=[C:8]([C:17]3[NH:22][C:21]4[CH:23]=[CH:24][C:25]([OH:27])=[CH:26][C:20]=4[S:19](=[O:29])(=[O:28])[N:18]=3)[C:7]2=[O:30])[CH2:4][CH2:3][CH2:2]1.C(=O)([O-])[O-].[Cs+].[Cs+].Br[CH2:38][C:39]([NH2:41])=[O:40]>CN(C)C=O.[I-].C([N+](CCCC)(CCCC)CCCC)CCC>[CH:1]1([NH:5][N:6]2[C:15]3[C:10](=[CH:11][CH:12]=[CH:13][CH:14]=3)[C:9]([OH:16])=[C:8]([C:17]3[NH:22][C:21]4[CH:23]=[CH:24][C:25]([O:27][CH2:38][C:39]([NH2:41])=[O:40])=[CH:26][C:20]=4[S:19](=[O:28])(=[O:29])[N:18]=3)[C:7]2=[O:30])[CH2:2][CH2:3][CH2:4]1 |f:1.2.3,6.7|. Procedure: The product of Example 304I (0.048 g, 0.11 mmol) in N,N-dimethylformamide (2 mL) was reacted with cesium carbonate (0.15 g, 0.45 mmol), bromoacetamide (0.026 mL, 0.18 mmol), and a catalytic amount of tetrabutylammonium iodide at 25° C. for 3 hours. The reaction was concentrated under a stream of nitrogen stream of nitrogen warmed through a manifold heated to 165° C. and the resulting residue was triturated with water, filtered and dried. The resulting solid was triturated in hot ethyl acetate, f...